Dataset: the Open Reaction Database (ORD), a public repository of structured organic reaction records. Task: describe an organic reaction: reactants, conditions, products, and yield Starting materials: ClC=1N=CC2=C(N(CC(C(N2C)=O)C)CC2CCCC2)N1 ((rac)-2-chloro-9-cyclopentylmethyl-5,7-dimethyl-5,7,8,9-tetrahydro-pyrimido[4,5-b][1,4]diazepin-6-one), NC1=C(C=C(C(=O)NC2CCN(CC2)C)C=C1)OC (4-amino-3-methoxy-N-(1-methyl-piperidin-4-yl)-benzamide), O.C1(=CC=C(C=C1)S(=O)(=O)O)C (p-toluenesulfonic acid monohydrate). Solvent: CC(C)O (2-propanol). Yields the product C1(CCCC1)CN1C2=C(N(C(C(C1)C)=O)C)C=NC(=N2)NC2=C(C=C(C(=O)NC1CCN(CC1)C)C=C2)OC ((rac)-4-(9-cyclopentylmethyl-5,7-dimethyl-6-oxo-6,7,8,9-tetrahydro-5H-pyrimido[4,5-b][1,4]diaze-pin-2-ylamino)-3-methoxy-N-(1-methyl-piperidin-4-yl)-benzamide). Yield: 56.0%. As a reaction SMILES: Cl[C:2]1[N:3]=[CH:4][C:5]2[N:11]([CH3:12])[C:10](=[O:13])[CH:9]([CH3:14])[CH2:8][N:7]([CH2:15][CH:16]3[CH2:20][CH2:19][CH2:18][CH2:17]3)[C:6]=2[N:21]=1.[NH2:22][C:23]1[CH:38]=[CH:37][C:26]([C:27]([NH:29][CH:30]2[CH2:35][CH2:34][N:33]([CH3:36])[CH2:32][CH2:31]2)=[O:28])=[CH:25][C:24]=1[O:39][CH3:40].O.C1(C)C=CC(S(O)(=O)=O)=CC=1>CC(O)C>[CH:16]1([CH2:15][N:7]2[CH2:8][CH:9]([CH3:14])[C:10](=[O:13])[N:11]([CH3:12])[C:5]3[CH:4]=[N:3][C:2]([NH:22][C:23]4[CH:38]=[CH:37][C:26]([C:27]([NH:29][CH:30]5[CH2:31][CH2:32][N:33]([CH3:36])[CH2:34][CH2:35]5)=[O:28])=[CH:25][C:24]=4[O:39][CH3:40])=[N:21][C:6]2=3)[CH2:20][CH2:19][CH2:18][CH2:17]1 |f:2.3|. Procedure details: A solution of 0.050 g (0.00016 mole) of (rac)-2-chloro-9-cyclopentylmethyl-5,7-dimethyl-5,7,8,9-tetrahydro-pyrimido[4,5-b][1,4]diazepin-6-one (VII-55), 0.050 g (0.00016 mole) of 4-amino-3-methoxy-N-(1-methyl-piperidin-4-yl)-benzamide, 0.047 g (0.00016 mole) of p-toluenesulfonic acid monohydrate and 4.0 mL of 2-propanol was heated at 180 degrees for 2 hours in a microwave reactor. The reaction mixture was concentrated under reduced pressure. The residue was diluted with dichloromethane and washed...